From a dataset of the Open Reaction Database (ORD), a public repository of structured organic reaction records. describe an organic reaction: reactants, conditions, products, and yield Reactants: ClCCC1OC2=C(C(N(C1)C)=S)C=CC=N2 (2-(2-chloroethyl)-2,3-dihydro-4-methylpyrido[3,2-f][1,4]-oxazepine-5(4H)-thione), FC1=CC=C(C=C1)C(C1CCNCC1)C1=CC=C(C=C1)F (4-[bis(4-fluorophenyl)methyl]piperidine), C(C)O (ethanol), C(=O)([O-])[O-].[K+].[K+] (K2CO3). Product: O.C(C(=O)O)(=O)O.FC1=CC=C(C=C1)C(C1CCN(CC1)CCC1OC2=C(C(N(C1)C)=S)C=CC=N2)C2=CC=C(C=C2)F (2-[2-[4-[Bis(4-fluorophenyl)methyl]-1-piperidinyl]ethyl]2,3-dihydro-4-methylpyrido[3,2-f][1,4]oxazepin-5(4H)-thione oxalate hydrate). RXN SMILES: Cl[CH2:2][CH2:3][CH:4]1[CH2:10][N:9]([CH3:11])[C:8](=[S:12])[C:7]2[CH:13]=[CH:14][CH:15]=[N:16][C:6]=2[O:5]1.[F:17][C:18]1[CH:23]=[CH:22][C:21]([CH:24]([C:31]2[CH:36]=[CH:35][C:34]([F:37])=[CH:33][CH:32]=2)[CH:25]2[CH2:30][CH2:29][NH:28][CH2:27][CH2:26]2)=[CH:20][CH:19]=1.[C:38]([O-:41])([O-:40])=O.[K+].[K+].C([OH:46])C>>[OH2:5].[C:6]([OH:5])(=[O:46])[C:38]([OH:41])=[O:40].[F:37][C:34]1[CH:35]=[CH:36][C:31]([CH:24]([C:21]2[CH:20]=[CH:19][C:18]([F:17])=[CH:23][CH:22]=2)[CH:25]2[CH2:30][CH2:29][N:28]([CH2:2][CH2:3][CH:4]3[CH2:10][N:9]([CH3:11])[C:8](=[S:12])[C:7]4[CH:13]=[CH:14][CH:15]=[N:16][C:6]=4[O:5]3)[CH2:27][CH2:26]2)=[CH:32][CH:33]=1 |f:2.3.4,6.7.8|. Procedure details: A solution of 4 g (0.016 mole) of 2-(2-chloroethyl)-2,3-dihydro-4-methylpyrido[3,2-f][1,4]-oxazepine-5(4H)-thione and 4.5 g (0.016 mole) of 4-[bis(4-fluorophenyl)methyl]piperidine in 100 ml of ethanol was refluxed for 48 hr. One gram of K2CO3 was added and this mixture stirred at reflux for 144 hr. The mixture was concentrated and the residue partitioned between chloroform and dilute sodium hydroxide. The chloroform was dried over anhydrous sodium sulfate and concentrated. The residue was chroma... Starting materials: C[Si](C=1C=C(C=C(C1)[Si](C)(C)C)C(C)=O)(C)C (3',5'-bis(trimethylsilyl)acetophenone), Ca(OCl)2, C([O-])([O-])=O.[K+].[K+] (potassium carbonate), [OH-].[K+] (potassium hydroxide), S([O-])(O)=O.[Na+] (sodium bisulfite). The solvent is O (water). Conditions: temperature 65 celsius, time 30 minute. Product: C[Si](C=1C=C(C(=O)O)C=C(C1)[Si](C)(C)C)(C)C (3,5-Bis(trimethylsilyl)benzoic Acid). The yield is 50.7%. As a reaction SMILES: [C:1](=[O:4])([O-])[O-:2].[K+].[K+].[OH-].[K+].[CH3:9][Si:10]([CH3:25])([CH3:24])[C:11]1[CH:12]=[C:13](C(=O)C)[CH:14]=[C:15]([Si:17]([CH3:20])([CH3:19])[CH3:18])[CH:16]=1.S(=O)(O)[O-].[Na+]>O>[CH3:18][Si:17]([CH3:20])([CH3:19])[C:15]1[CH:14]=[C:13]([CH:12]=[C:11]([Si:10]([CH3:25])([CH3:24])[CH3:9])[CH:16]=1)[C:1]([OH:2])=[O:4] |f:0.1.2,3.4,6.7|. Procedure: A suspension of 2.0 g (14 mmol) of Ca(OCl)2, 1.38 g (10 mmol) of potassium carbonate and 0.40 g (7.12 mmol) of potassium hydroxide in 40 ml of water was stirred at 65° C. for 30 minutes and filtered. The filtrate was added to 0.53 g (2 mmol) of 3',5'-bis(trimethylsilyl)acetophenone and the mixture was refluxed for 7.5 hours with stirring. After cooling, 3 ml of aqueous sodium bisulfite solution was added to the reaction mixture. The aqueous solution was extracted with AcOEt. The extract was wash... The reactants are C(C)(=O)NC=1SC=C(C1C#N)OCC (2-acetylamino-3-cyano-4-ethoxythiophene), P(=O)(Cl)(Cl)Cl (phosphoryl trichloride), CN(C=O)C (dimethylformamide), [OH-].[Na+] (sodium hydroxide), Cl (hydrochloric acid). Conditions: time 4 hour. The product is 201, C(C)(=O)NC=1SC(=C(C1C#N)OCC)C=O (2-acetylamino-3-cyano-4-ethoxy-5-formylthiophene). Reaction SMILES: [C:1]([NH:4][C:5]1[S:6][CH:7]=[C:8]([O:12][CH2:13][CH3:14])[C:9]=1[C:10]#[N:11])(=[O:3])[CH3:2].P(Cl)(Cl)(Cl)=O.[OH-].[Na+].Cl.CN(C)[CH:25]=[O:26]>>[C:1]([NH:4][C:5]1[S:6][C:7]([CH:25]=[O:26])=[C:8]([O:12][CH2:13][CH3:14])[C:9]=1[C:10]#[N:11])(=[O:3])[CH3:2] |f:2.3|. Procedure details: 210 parts of 2-acetylamino-3-cyano-4-ethoxythiophene (Example 7) are introduced into 1000 parts of dimethylformamide, and 200 parts of phosphoryl trichloride are added dropwise in the course of 4 hours. Stirring is continued for 4 hours at 60° C., after which the resulting crystal slurry is brought into solution by adding 600 parts of ice. This solution is stirred into 2000 parts of 12.5% strength sodium hydroxide solution, and acidified with hydrochloric acid after 6 hours. The precipitated pro...